This data is from the Open Reaction Database (ORD), a public repository of structured organic reaction records. The task is: describe an organic reaction: reactants, conditions, products, and yield Starting materials: COC1=C(C=CC=C1)C(=C)C1=C(C=CC=C1)OC (1,1-Bis(2-methoxyphenyl)ethene), C1(=CC=CC=C1)C (toluene), C1(=CC=CC=C1)OC (anisole), COCCO[AlH2-]OCCOC.[Na+] (Red-Al). Solvent: CCCCCC (hexane). The product is COC1=C(C=CC=C1)C(C)(C)C1=C(C=CC=C1)OC (2,2-Bis(2-methoxyphenyl)-propane). Reaction SMILES: [CH3:1][O:2][C:3]1[CH:8]=[CH:7][CH:6]=[CH:5][C:4]=1[C:9]([C:11]1[CH:16]=[CH:15][CH:14]=[CH:13][C:12]=1[O:17][CH3:18])=[CH2:10].[C:19]1(C)C=CC=CC=1.C1(OC)C=CC=CC=1.COCCO[AlH2-]OCCOC.[Na+]>CCCCCC>[CH3:18][O:17][C:12]1[CH:13]=[CH:14][CH:15]=[CH:16][C:11]=1[C:9]([C:4]1[CH:5]=[CH:6][CH:7]=[CH:8][C:3]=1[O:2][CH3:1])([CH3:19])[CH3:10] |f:3.4|. Procedure details: 1,1-Bis(2-methoxyphenyl)ethene (15.6 g), toluene (35 ml) and anisole (35 ml) were combined in a flask and 35 ml of a 3.7M hexane solution of Red-Al was added. The mixture was heated to reflux with stirring whereupon it turned dark red. After 2 hours the heat was removed and the mixture was allowed to stir overnight. The excess hydride reagent was carefully quenched with 1.0N hydrochloric acid. The mixture was then diluted with ether and the ethereal solution separated, dried over magnesium sulfa... Reactants: C(O)([O-])=O.[Na+] (sodium hydrogencarbonate), ClC=1C=C(C(=O)Cl)C=CC1Cl (3,4-dichlorobenzoyl chloride), ClC1=C(C=CC=C1)C1=NC(C=2N(C3=C1C=C(S3)CC)C(=NN2)C)CC(=O)OCC (Ethyl 2-(4-(2-chlorophenyl)-2-ethyl-9-methyl-6H-thieno[3,2-f] [1,2,4]triazolo[4,3-a] [1,4]diazepin-6-yl)acetate), Cl (hydrochloric acid). The solvent is C(Cl)(Cl)Cl (chloroform). Reaction conditions: temperature 60 celsius, time 0.5 hour. Yields the product ClC1=C(C(=O)C2=C(SC(=C2)CC)N2C(=NN=C2C)C(CC(=O)OCC)NC(C2=CC(=C(C=C2)Cl)Cl)=O)C=CC=C1 (ethyl 3-(4-(3-(2-chlorobenzoyl)-5-ethylthiophen-2-yl)-5-methyl[1,2,4]triazol-3-yl)-3-(3,4-dichlorobenzoylamino)propionate). RXN SMILES: [Cl:1][C:2]1[CH:7]=[CH:6][CH:5]=[CH:4][C:3]=1[C:8]1[C:14]2[CH:15]=[C:16]([CH2:18][CH3:19])[S:17][C:13]=2[N:12]2[C:20]([CH3:23])=[N:21][N:22]=[C:11]2[CH:10]([CH2:24][C:25]([O:27][CH2:28][CH3:29])=[O:26])[N:9]=1.Cl.C(=O)([O-])[OH:32].[Na+].[Cl:36][C:37]1[CH:38]=[C:39]([CH:43]=[CH:44][C:45]=1[Cl:46])[C:40](Cl)=[O:41]>C(Cl)(Cl)Cl>[Cl:1][C:2]1[CH:7]=[CH:6][CH:5]=[CH:4][C:3]=1[C:8]([C:14]1[CH:15]=[C:16]([CH2:18][CH3:19])[S:17][C:13]=1[N:12]1[C:20]([CH3:23])=[N:21][N:22]=[C:11]1[CH:10]([NH:9][C:40](=[O:41])[C:39]1[CH:43]=[CH:44][C:45]([Cl:46])=[C:37]([Cl:36])[CH:38]=1)[CH2:24][C:25]([O:27][CH2:28][CH3:29])=[O:26])=[O:32] |f:2.3|. Reported procedure: Ethyl 2-(4-(2-chlorophenyl)-2-ethyl-9-methyl-6H-thieno[3,2-f] [1,2,4]triazolo[4,3-a] [1,4]diazepin-6-yl)acetate (1.0 g) synthesized by a known method such as WO94/06802 was added to 2M hydrochloric acid (24 ml), and the mixture was stirred at 60° C. for 0.5 hour. The reaction mixture was cooled to 0° C. A saturated aqueous sodium hydrogencarbonate solution, chloroform and 3,4-dichlorobenzoyl chloride (0.53 g) were added and the mixture was stirred for 1 hour. The organic layer was taken out and ... Reactants: IC (iodomethane), CC(=O)NC1=CC=C(C=C1)Br (4-bromoacetanilide), [H-].[Na+] (sodium hydride). The solvent is CN(C)C=O (DMF), CN(C)C=O (DMF). Reaction conditions: temperature 0 celsius, time 1 hour. The product is BrC1=CC=C(C=C1)N(C(C)=O)C (N-(4-Bromophenyl)-N-methyl-acetamide). RXN SMILES: [CH3:1][C:2]([NH:4][C:5]1[CH:10]=[CH:9][C:8]([Br:11])=[CH:7][CH:6]=1)=[O:3].[H-].[Na+].I[CH3:15]>CN(C=O)C>[Br:11][C:8]1[CH:9]=[CH:10][C:5]([N:4]([CH3:15])[C:2](=[O:3])[CH3:1])=[CH:6][CH:7]=1 |f:1.2|. Reported procedure: 4-bromoacetanilide (1.0 g, 4.67 mmol) in DMF (5 mL) is added dropwise to a suspension of sodium hydride (224 mg, 5.61 mmol, 60% dispersion in mineral oil) in DMF (5 mL) at 0° C. After stirring 1 h at 0° C., iodomethane (349 μl, 5.61 mmol) is added and the reaction mixture warmed to RT and stirred 16 h. The reaction is quenched with water (15 mL) and extracted into EtOAc (3×15 mL); the combined organic phases are then dried over Na2SO4 and reduced in vacuo. Purification by column chromatography (... The reactants are BrB(Br)Br, CCCCC12CCC(=O)C=C1c1ccc(OC)cc1CC2, ClCCl. The product is CCCCC12CCC(=O)C=C1c1ccc(O)cc1CC2. Reaction SMILES: [B:22]([Br:23])([Br:24])[Br:25].[CH2:1]([CH2:2][CH2:3][CH3:4])[C:5]12[CH2:6][CH2:7][c:8]3[cH:9][c:10]([O:20][CH3:21])[cH:11][cH:12][c:13]3[C:14]1=[CH:15][C:16](=[O:19])[CH2:17][CH2:18]2.[Cl:26][CH2:27][Cl:28]>>[CH2:1]([CH2:2][CH2:3][CH3:4])[C:5]12[CH2:6][CH2:7][c:8]3[cH:9][c:10]([OH:20])[cH:11][cH:12][c:13]3[C:14]1=[CH:15][C:16](=[O:19])[CH2:17][CH2:18]2.